Dataset: the Open Reaction Database (ORD), a public repository of structured organic reaction records. Task: describe an organic reaction: reactants, conditions, products, and yield Reactants: COC([C@@H](NC(=O)C1=C(C=CC=C1C)Cl)CC1=CC=C(C=C1)C=1C(N(C(N(C1)C)=O)C)=O)=O (N-[(2-chloro-6-methylphenyl)carbonyl]-4-(1,3-dimethyl-2,4-dioxo-5-pyrimidinyl)-L-phenylalanine methyl ester), [OH-].[Na+] (sodium hydroxide). Run in C(C)O (ethanol). Reaction conditions: temperature 42.5 celsius, time 2.5 hour. Product: ClC1=C(C(=CC=C1)C)C(=O)N[C@@H](CC1=CC=C(C=C1)C=1C(N(C(N(C1)C)=O)C)=O)C(=O)O (N-[(2-chloro-6-methylphenyl)carbonyl]-4-(1,3-dimethyl-2,4-dioxo-5-pyrimidinyl)-L-phenylalanine). Isolated yield 84.4%. Reaction SMILES: C[O:2][C:3](=[O:33])[C@H:4]([CH2:16][C:17]1[CH:22]=[CH:21][C:20]([C:23]2[C:24](=[O:32])[N:25]([CH3:31])[C:26](=[O:30])[N:27]([CH3:29])[CH:28]=2)=[CH:19][CH:18]=1)[NH:5][C:6]([C:8]1[C:13]([CH3:14])=[CH:12][CH:11]=[CH:10][C:9]=1[Cl:15])=[O:7].[OH-].[Na+]>C(O)C>[Cl:15][C:9]1[CH:10]=[CH:11][CH:12]=[C:13]([CH3:14])[C:8]=1[C:6]([NH:5][C@H:4]([C:3]([OH:33])=[O:2])[CH2:16][C:17]1[CH:18]=[CH:19][C:20]([C:23]2[C:24](=[O:32])[N:25]([CH3:31])[C:26](=[O:30])[N:27]([CH3:29])[CH:28]=2)=[CH:21][CH:22]=1)=[O:7] |f:1.2|. Procedure details: To a suspension of N-[(2-chloro-6-methylphenyl)carbonyl]-4-(1,3-dimethyl-2,4-dioxo-5-pyrimidinyl)-L-phenylalanine methyl ester (0.278 mmol, 131 mg) in ethanol (4 mL) was added aqueous 1.0 N sodium hydroxide (3 mL) at room temperature. The mixture was heated to 40-45° C. and the resulting clear solution was stirred for 2-3 h. The ethanol was removed under reduced pressure and the residue was diluted with water (20 mL) and NaOH (3 mL, 1.0N) to dissolve the sodium salt. The aqueous solution was was...